This data is from the Open Reaction Database (ORD), a public repository of structured organic reaction records. The task is: describe an organic reaction: reactants, conditions, products, and yield Reactants: BrC=1N=C2C(=NC1)N(C=C2C=O)COCC[Si](C)(C)C (2-bromo-5-(2-trimethylsilanylethoxymethyl)-5H-pyrrolo[2,3-b]pyrazine-7-carbaldehyde), Cl(=O)[O-].[Na+] (sodium chlorite), P(=O)(O)(O)[O-].[K+] (potassium dihydrogen phosphate), S(N)(O)(=O)=O (Sulfamic acid). Solvent: O (H2O), O1CCOCC1 (dioxane), O (H2O). The product is BrC=1N=C2C(=NC1)N(C=C2C(=O)O)COCC[Si](C)(C)C (2-bromo-5-(2-trimethylsilanylethoxymethyl)-5H-pyrrolo[2,3-b]pyrazine-7-carboxylic acid). Yield: 114.0%. As a reaction SMILES: [Br:1][C:2]1[N:3]=[C:4]2[C:10]([CH:11]=[O:12])=[CH:9][N:8]([CH2:13][O:14][CH2:15][CH2:16][Si:17]([CH3:20])([CH3:19])[CH3:18])[C:5]2=[N:6][CH:7]=1.S(=O)(=O)([OH:23])N.Cl([O-])=O.[Na+].P([O-])(O)(O)=O.[K+]>O1CCOCC1.O>[Br:1][C:2]1[N:3]=[C:4]2[C:10]([C:11]([OH:23])=[O:12])=[CH:9][N:8]([CH2:13][O:14][CH2:15][CH2:16][Si:17]([CH3:20])([CH3:19])[CH3:18])[C:5]2=[N:6][CH:7]=1 |f:2.3,4.5|. Procedure details: In a flask 2-bromo-5-(2-trimethylsilanylethoxymethyl)-5H-pyrrolo[2,3-b]pyrazine-7-carbaldehyde (3.11 g, 8.74 mmol) was dissolved in dioxane (120 mL) and H2O (30 mL) and the mixture cooled at 0° C. Sulfamic acid (5.09 g, 52.4 mmol) was added, followed by a solution of sodium chlorite (1.28 g, 11.4 mmol) and potassium dihydrogen phosphate (14.3 g, 104.9 mmol) in H2O (75 mL) via an addition funnel over 15 min. The mixture was allowed to warm to room temperature over 2 h. The resulting yellow solid ... Reactants: O (Water), FC(S(=O)(=O)O[C@@H](C(F)(F)F)C1=CC(=C(C=C1)Cl)Cl)(F)F ((R)-1-(3,4-dichlorophenyl)-2,2,2-trifluoroethyl trifluoromethanesulfonate), C(=O)([O-])[O-].[K+].[K+] (K2CO3), COC=1C=C(C=CC1OC)CN ((3,4-dimethoxyphenyl)methanamine). The solvent is C1CCCCC1 (cyclohexane). Product: ClC=1C=C(C=CC1Cl)C(C(F)(F)F)NCC1=CC(=C(C=C1)OC)OC (1-(3,4-dichlorophenyl)-N-(3,4-dimethoxybenzyl)-2,2,2-trifluoroethanamine). The yield is 36.1%. As a reaction SMILES: FC(F)(F)S(O[C@H:7]([C:12]1[CH:17]=[CH:16][C:15]([Cl:18])=[C:14]([Cl:19])[CH:13]=1)[C:8]([F:11])([F:10])[F:9])(=O)=O.C([O-])([O-])=O.[K+].[K+].[CH3:28][O:29][C:30]1[CH:31]=[C:32]([CH2:38][NH2:39])[CH:33]=[CH:34][C:35]=1[O:36][CH3:37].O>C1CCCCC1>[Cl:19][C:14]1[CH:13]=[C:12]([CH:7]([NH:39][CH2:38][C:32]2[CH:33]=[CH:34][C:35]([O:36][CH3:37])=[C:30]([O:29][CH3:28])[CH:31]=2)[C:8]([F:11])([F:10])[F:9])[CH:17]=[CH:16][C:15]=1[Cl:18] |f:1.2.3|. Procedure details: A solution of 144 (10.9 g, 28.9 mmol), K2CO3 (5.99 g, 43.4 mmol) and (3,4-dimethoxyphenyl)methanamine (6.77 g, 40.5 mmol) in cyclohexane (200 mL) and heated to 65° C. for 24 h. Water was added and the organic layer was concentrated and the crude product was purified by SiO2 chromatography eluting with EtOAc/hexane (5 to 20% EtOAc) to afford 4.11 g (36.1%) of 1-(3,4-dichlorophenyl)-N-(3,4-dimethoxybenzyl)-2,2,2-trifluoroethanamine (146).